Dataset: the Open Reaction Database (ORD), a public repository of structured organic reaction records. Task: describe an organic reaction: reactants, conditions, products, and yield Reactants: O=C(O)COCC1CCCCN1S(=O)(=O)c1ccc(Br)cc1, CN1CCC(N2CCNCC2)CC1. Product: CN1CCC(N2CCN(C(=O)COCC3CCCCN3S(=O)(=O)c3ccc(Br)cc3)CC2)CC1. As a reaction SMILES: [Br:1][c:2]1[cH:3][cH:4][c:5]([S:8](=[O:9])(=[O:10])[N:11]2[CH:12]([CH2:17][O:18][CH2:19][C:20](=[O:21])[OH:22])[CH2:13][CH2:14][CH2:15][CH2:16]2)[cH:6][cH:7]1.[CH3:23][N:24]1[CH2:25][CH2:26][CH:27]([N:30]2[CH2:31][CH2:32][NH:33][CH2:34][CH2:35]2)[CH2:28][CH2:29]1>>[Br:1][c:2]1[cH:3][cH:4][c:5]([S:8](=[O:9])(=[O:10])[N:11]2[CH:12]([CH2:17][O:18][CH2:19][C:20](=[O:22])[N:33]3[CH2:32][CH2:31][N:30]([CH:27]4[CH2:26][CH2:25][N:24]([CH3:23])[CH2:29][CH2:28]4)[CH2:35][CH2:34]3)[CH2:13][CH2:14][CH2:15][CH2:16]2)[cH:6][cH:7]1. The reactants are C1(=CC=C(C=C1)C12C(CCC2C1)=O)C (1-p-tolyl-bicyclo[3.1.0]hexan-2-one), C(C)(=O)[O-].[NH4+] (ammonium acetate), [BH3-]C#N.[Na+] (NaCNBH3), Cl (HCl), C#N (HCN). Solvent: CO (methanol). Run at temperature 60 celsius, time 3 hour. Yields the product Cl.C1(=CC=C(C=C1)C12C(CCC2C1)N)C (1-p-tolyl-bicyclo[3.1.0]hexan-2-amine hydrochloride), Cl.C(C)OCC (HCl diethyl ether). RXN SMILES: [C:1]1([CH3:14])[CH:6]=[CH:5][C:4]([C:7]23[CH2:12][CH:11]2[CH2:10][CH2:9][C:8]3=[O:13])=[CH:3][CH:2]=1.[C:15]([O-])(=O)[CH3:16].[NH4+].[BH3-]C#[N:22].[Na+].[ClH:24].C#N>CO>[ClH:24].[C:1]1([CH3:14])[CH:6]=[CH:5][C:4]([C:7]23[CH2:12][CH:11]2[CH2:10][CH2:9][CH:8]3[NH2:22])=[CH:3][CH:2]=1.[ClH:24].[CH2:15]([O:13][CH2:8][CH3:9])[CH3:16] |f:1.2,3.4,8.9,10.11|. Reported procedure: To a solution of 1-p-tolyl-bicyclo[3.1.0]hexan-2-one (178 mg; 0.96 mmol) in methanol (21 mL) was added ammonium acetate (5.7 g; 100 equivalents) and NaCNBH3 (603 mg; 9.6 mmol). The mixture was heated to 60° C. and stirred for 3 hours. The reaction mixture was cooled to 10° C., and acidified with 1 N HCl (5 mL) taking care that the flask was vented into a bleach solution due to HCN evolution. The reaction mixture was concentrated at 30° C., and the resulting aqueous layer was diluted with H2O (8 ...